This data is from the Open Reaction Database (ORD), a public repository of structured organic reaction records. The task is: describe an organic reaction: reactants, conditions, products, and yield The reactants are OCC=1C=CC(=C(CNC(OC(C)(C)C)=O)C1)OC (t-butyl N-[5-(hydroxymethyl)-2-methoxybenzyl]carbamate), P(Br)(Br)Br (phosphorus tribromide). Run in C(OC)COC (dimethoxyethane), CCOCC (ether). Conditions: time 2 hour. Yields the product BrCC=1C=CC(=C(CNC(OC(C)(C)C)=O)C1)OC (t-Butyl N-[5-(bromomethyl)-2-methoxybenzyl]carbamate). Reaction SMILES: O[CH2:2][C:3]1[CH:4]=[CH:5][C:6]([O:18][CH3:19])=[C:7]([CH:17]=1)[CH2:8][NH:9][C:10](=[O:16])[O:11][C:12]([CH3:15])([CH3:14])[CH3:13].P(Br)(Br)[Br:21]>C(COC)OC.CCOCC>[Br:21][CH2:2][C:3]1[CH:4]=[CH:5][C:6]([O:18][CH3:19])=[C:7]([CH:17]=1)[CH2:8][NH:9][C:10](=[O:16])[O:11][C:12]([CH3:15])([CH3:14])[CH3:13]. Reported procedure: 1.65 g of t-butyl N-[5-(hydroxymethyl)-2-methoxybenzyl]carbamate was dissolved in 20 ml of dimethoxyethane, 0.53 ml of phosphorus tribromide was added under ice-cooling, and the mixture was stirred at room temperature for 2 hours. The reaction mixture was diluted with ether and washed with water. The organic layer was washed with brine, dried over anhydrous magnesium sulfate, and the solvent was evaporated. The residue was subjected to silica gel column chromatography, to give 1.76 g of the titl... The reactants are CC(=O)OC(C)=O, O=C(O)c1ccncc1C(=O)O. The product is O=C1OC(=O)c2cnccc21. Reaction SMILES: [CH3:13][C:14]([O:15][C:16](=[O:17])[CH3:18])=[O:19].[n:1]1[cH:2][c:3]([C:10](=[O:11])[OH:12])[c:4]([C:7](=[O:8])[OH:9])[cH:5][cH:6]1>>[n:1]1[cH:2][c:3]2[c:4]([cH:5][cH:6]1)[C:7](=[O:9])[O:12][C:10]2=[O:11]. Reactants: BrC(Br)(Br)Br (tetrabromomethane), C1(=CC=CC=C1)P(C1=CC=CC=C1)C1=CC=CC=C1 (triphenylphosphine), C(CCCC)[C@@H]1CC[C@H](CC1)CC[C@@H]1CC[C@H](CC1)C=O (trans-4-[2-(trans-4-pentylcyclohexyl)ethyl]cyclohexanecarboxaldehyde), CCCCCC (hexane). The solvent is C(Cl)Cl (methylene chloride), C(Cl)Cl (methylene chloride), C(Cl)Cl (methylene chloride). Conditions: temperature -5 celsius, time 10 minute. Yields the product residue, BrC(=C[C@@H]1CC[C@H](CC1)CC[C@@H]1CC[C@H](CC1)CCCCC)Br (trans-1-(2,2-dibromovinyl)-4-[2-(trans-4-pentylcyclohexyl)ethyl]cyclohexane). The yield is 89.7%. Reaction SMILES: [Br:1][C:2]([Br:5])(Br)Br.C1(P(C2C=CC=CC=2)C2C=CC=CC=2)C=CC=CC=1.[CH2:25]([C@H:30]1[CH2:35][CH2:34][C@H:33]([CH2:36][CH2:37][C@H:38]2[CH2:43][CH2:42][C@H:41]([CH:44]=O)[CH2:40][CH2:39]2)[CH2:32][CH2:31]1)[CH2:26][CH2:27][CH2:28][CH3:29].CCCCCC>C(Cl)Cl>[Br:1][C:2]([Br:5])=[CH:44][C@H:41]1[CH2:42][CH2:43][C@H:38]([CH2:37][CH2:36][C@H:33]2[CH2:32][CH2:31][C@H:30]([CH2:25][CH2:26][CH2:27][CH2:28][CH3:29])[CH2:35][CH2:34]2)[CH2:39][CH2:40]1. Procedure details: A solution of 4.4 g of tetrabromomethane in 80 ml of methylene chloride was placed at -15° C. in a sulphonation flask under argon gasification and treated within 5 minutes with a solution of 7.0 g of triphenylphosphine in 20 ml of methylene chloride. The clear deep orange solution was stirred at -5° C. for a further 10 minutes and then a solution of 1.95 g of the trans-4-[2-(trans-4-pentylcyclohexyl)ethyl]cyclohexanecarboxaldehyde in 20 ml of methylene chloride was added dropwise within 10 minut... Reactants: CNc1cccnc1, CC(C)(C)[O-], Cc1ccccc1, O=C(C=Cc1ccccc1)C=Cc1ccccc1, O=C(C=Cc1ccccc1)C=Cc1ccccc1, O=C(C=Cc1ccccc1)C=Cc1ccccc1, Clc1ncccc1CC(c1cccnc1)c1cccnc1, [Na+], [Pd], [Pd]. Product: CN(c1cccnc1)c1ncccc1CC(c1cccnc1)c1cccnc1. RXN SMILES: [CH3:22][NH:23][c:24]1[cH:25][n:26][cH:27][cH:28][cH:29]1.[CH3:30][C:31]([CH3:32])([O-:33])[CH3:34].[CH3:36][c:37]1[cH:38][cH:39][cH:40][cH:41][cH:42]1.[CH:45](=[CH:46][C:47]([CH:48]=[CH:49][c:50]1[cH:51][cH:52][cH:53][cH:54][cH:55]1)=[O:56])[c:57]1[cH:58][cH:59][cH:60][cH:61][cH:62]1.[CH:63](=[CH:64][C:65]([CH:66]=[CH:67][c:68]1[cH:69][cH:70][cH:71][cH:72][cH:73]1)=[O:74])[c:75]1[cH:76][cH:77][cH:78][cH:79][cH:80]1.[CH:81](=[CH:82][C:83]([CH:84]=[CH:85][c:86]1[cH:87][cH:88][cH:89][cH:90][cH:91]1)=[O:92])[c:93]1[cH:94][cH:95][cH:96][cH:97][cH:98]1.[Cl:1][c:2]1[n:3][cH:4][cH:5][cH:6][c:7]1[CH2:8][CH:9]([c:10]1[cH:11][n:12][cH:13][cH:14][cH:15]1)[c:16]1[cH:17][n:18][cH:19][cH:20][cH:21]1.[Na+:35].[Pd:43].[Pd:44]>>[c:2]1([N:23]([CH3:22])[c:24]2[cH:25][n:26][cH:27][cH:28][cH:29]2)[n:3][cH:4][cH:5][cH:6][c:7]1[CH2:8][CH:9]([c:10]1[cH:11][n:12][cH:13][cH:14][cH:15]1)[c:16]1[cH:17][n:18][cH:19][cH:20][cH:21]1. Starting materials: [H-], Nc1ccc(Cl)cn1, [Na+], C1CCOC1, O=C(O)c1nc(-c2ccccc2)c2ccccc2c1O. Yields the product O=C(Nc1ccc(Cl)cn1)c1nc(-c2ccccc2)c2ccccc2c1O. RXN SMILES: [H-:1].[NH2:3][c:4]1[n:5][cH:6][c:7]([Cl:10])[cH:8][cH:9]1.[Na+:2].[O:31]1[CH2:32][CH2:33][CH2:34][CH2:35]1.[OH:11][c:12]1[c:13]([C:28](=[O:29])[OH:30])[n:14][c:15](-[c:22]2[cH:23][cH:24][cH:25][cH:26][cH:27]2)[c:16]2[cH:17][cH:18][cH:19][cH:20][c:21]12>>[NH:3]([c:4]1[n:5][cH:6][c:7]([Cl:10])[cH:8][cH:9]1)[C:28]([c:13]1[c:12]([OH:11])[c:21]2[c:16]([c:15](-[c:22]3[cH:23][cH:24][cH:25][cH:26][cH:27]3)[n:14]1)[cH:17][cH:18][cH:19][cH:20]2)=[O:29].